Dataset: the Open Reaction Database (ORD), a public repository of structured organic reaction records. Task: describe an organic reaction: reactants, conditions, products, and yield Reactants: C(C)(C)(C)C1=C(C=C(C=C1)CO[Si](C)(C)C(C)(C)C)[N+](=O)[O-] (2-t-butyl-5-(t-butyldimethylsilyloxymethyl)-1-nitrobenzene), C(C)(=O)O (acetic acid). Reagents/catalysts: [Zn] (zinc). The solvent is CO (methanol). Yields the product C(C)(C)(C)C1=C(N)C=C(C=C1)CO[Si](C)(C)C(C)(C)C (2-t-Butyl-5-(t-butyldimethylsilyloxymethyl)aniline). Reaction SMILES: [C:1]([C:5]1[CH:10]=[CH:9][C:8]([CH2:11][O:12][Si:13]([C:16]([CH3:19])([CH3:18])[CH3:17])([CH3:15])[CH3:14])=[CH:7][C:6]=1[N+:20]([O-])=O)([CH3:4])([CH3:3])[CH3:2].C(O)(=O)C>CO.[Zn]>[C:1]([C:5]1[CH:10]=[CH:9][C:8]([CH2:11][O:12][Si:13]([C:16]([CH3:19])([CH3:18])[CH3:17])([CH3:14])[CH3:15])=[CH:7][C:6]=1[NH2:20])([CH3:4])([CH3:2])[CH3:3]. Procedure details: 81 g (1.24 mol) of zinc powder were added to a solution of 25.19 g (77.9 mmol) of 2-t-butyl-5-(t-butyldimethylsilyloxymethyl)-1-nitrobenzene (prepared as described in Preparation 11) in 270 ml of methanol, and then 10.8 ml of acetic acid were added to the resulting mixture, with ice-cooling. After the exothermic reaction had subsided, the reaction mixture was heated under reflux for 3 hours and then allowed to cool to room temperature, after which it was filtered using a Celite (trade mark) filt...